From a dataset of the Open Reaction Database (ORD), a public repository of structured organic reaction records. describe an organic reaction: reactants, conditions, products, and yield The reactants are CC(C)c1nc2c(c(-c3ccc(F)cc3)c1C(F)c1ccc(C(F)(F)F)cc1)C(O[Si](C)(C)C(C)(C)C)CCC2, C1CCCCC1, C1CCOC1, CO, Cl. Product: CC(C)c1nc2c(c(-c3ccc(F)cc3)c1C(F)c1ccc(C(F)(F)F)cc1)C(O)CCC2. RXN SMILES: [C:1]([Si:2]([CH3:3])([CH3:4])[O:6][CH:7]1[c:8]2[c:9](-[c:32]3[cH:33][cH:34][c:35]([F:38])[cH:36][cH:37]3)[c:10]([CH:20]([c:21]3[cH:22][cH:23][c:24]([C:27]([F:28])([F:29])[F:30])[cH:25][cH:26]3)[F:31])[c:11]([CH:17]([CH3:18])[CH3:19])[n:12][c:13]2[CH2:14][CH2:15][CH2:16]1)([CH3:5])([CH3:39])[CH3:40].[CH2:42]1[CH2:43][CH2:44][CH2:45][CH2:46][CH2:47]1.[CH2:50]1[O:51][CH2:52][CH2:53][CH2:54]1.[CH3:48][OH:49].[ClH:41]>>[OH:6][CH:7]1[c:8]2[c:9](-[c:32]3[cH:33][cH:34][c:35]([F:38])[cH:36][cH:37]3)[c:10]([CH:20]([c:21]3[cH:22][cH:23][c:24]([C:27]([F:28])([F:29])[F:30])[cH:25][cH:26]3)[F:31])[c:11]([CH:17]([CH3:18])[CH3:19])[n:12][c:13]2[CH2:14][CH2:15][CH2:16]1. Starting materials: ice water, S(O)(O)(=O)=O (sulfuric acid), [N+](=O)([O-])[O-].[Na+] (sodium nitrate), ClC=1C(=C(C(=O)C2=CC=CC=C2)C=CC1)[N+](=O)[O-] (chloronitrobenzophenone), C(Cl)Cl (methylene chloride). Product: ClC1=C(C(=C(C(=O)C2=CC=CC=C2)C=C1)[N+](=O)[O-])[N+](=O)[O-] (chlorodinitrobenzophenone). Yield: 95.5%. As a reaction SMILES: Cl[C:2]1[C:3]([N+:16]([O-:18])=[O:17])=[C:4]([CH:13]=[CH:14][CH:15]=1)[C:5]([C:7]1[CH:12]=[CH:11][CH:10]=[CH:9][CH:8]=1)=[O:6].S(=O)(=O)(O)O.[N+:24]([O-:27])([O-])=[O:25].[Na+].C(Cl)[Cl:30]>>[Cl:30][C:15]1[CH:14]=[CH:13][C:4]([C:5]([C:7]2[CH:12]=[CH:11][CH:10]=[CH:9][CH:8]=2)=[O:6])=[C:3]([N+:16]([O-:18])=[O:17])[C:2]=1[N+:24]([O-:27])=[O:25] |f:2.3|. Reported procedure: This crude chloronitrobenzophenone was dissolved in 500 ml of methylene chloride and 250 g (2.5 mol) of concentrated sulfuric acid and 93.5 g (1.1 mol) of sodium nitrate were added thereto. The mixture was reacted at a temperature of 35° to 40° C. for 7 hours. After the completion of the reaction, 500 ml of ice water was carefully added thereto. Methylene chloride was removed by heating. The precipitated light brown particulate material was recovered by filtration, washed with water, and dried t...